Dataset: the Open Reaction Database (ORD), a public repository of structured organic reaction records. Task: describe an organic reaction: reactants, conditions, products, and yield Reactants: ClC1=NC=C(C(=N1)NC1=NN(C(=C1)C)C1OCCCC1)Cl (2,5-dichloro-N-(5-methyl-1-(tetrahydro-2H-pyran-2-yl)-1H-pyrazol-3-yl)pyrimidin-4-amine), NC1=CC(=C(C=N1)C1CCN(CC1)C(=O)OC(C)(C)C)C (tert-butyl 4-(6-amino-4-methylpyridin-3-yl)piperidine-1-carboxylate), CC1(C2=C(C(=CC=C2)P(C3=CC=CC=C3)C4=CC=CC=C4)OC5=C(C=CC=C51)P(C6=CC=CC=C6)C7=CC=CC=C7)C (Xantphos), C([O-])([O-])=O.[Cs+].[Cs+] (cesium carbonate). Reagents/catalysts: C(C)(=O)[O-].[Pd+2].C(C)(=O)[O-] (palladium acetate). Run in C1CCOC1 (THF). Conditions: temperature 100 celsius. The product is ClC=1C(=NC(=NC1)NC1=CC(=C(C=N1)C1CCN(CC1)C(=O)OC(C)(C)C)C)NC1=NN(C(=C1)C)C1OCCCC1 (tert-butyl 4-(6-(5-chloro-4-(5-methyl-1-(tetrahydro-2H-pyran-2-yl)-1H-pyrazol-3-ylamino)pyrimidin-2-ylamino)-4-methylpyridin-3-yl)piperidine-1-carboxylate). Reaction SMILES: Cl[C:2]1[N:7]=[C:6]([NH:8][C:9]2[CH:13]=[C:12]([CH3:14])[N:11]([CH:15]3[CH2:20][CH2:19][CH2:18][CH2:17][O:16]3)[N:10]=2)[C:5]([Cl:21])=[CH:4][N:3]=1.[NH2:22][C:23]1[N:28]=[CH:27][C:26]([CH:29]2[CH2:34][CH2:33][N:32]([C:35]([O:37][C:38]([CH3:41])([CH3:40])[CH3:39])=[O:36])[CH2:31][CH2:30]2)=[C:25]([CH3:42])[CH:24]=1.CC1(C)C2C(=C(P(C3C=CC=CC=3)C3C=CC=CC=3)C=CC=2)OC2C(P(C3C=CC=CC=3)C3C=CC=CC=3)=CC=CC1=2.C(=O)([O-])[O-].[Cs+].[Cs+]>C1COCC1.C([O-])(=O)C.[Pd+2].C([O-])(=O)C>[Cl:21][C:5]1[C:6]([NH:8][C:9]2[CH:13]=[C:12]([CH3:14])[N:11]([CH:15]3[CH2:20][CH2:19][CH2:18][CH2:17][O:16]3)[N:10]=2)=[N:7][C:2]([NH:22][C:23]2[N:28]=[CH:27][C:26]([CH:29]3[CH2:34][CH2:33][N:32]([C:35]([O:37][C:38]([CH3:40])([CH3:39])[CH3:41])=[O:36])[CH2:31][CH2:30]3)=[C:25]([CH3:42])[CH:24]=2)=[N:3][CH:4]=1 |f:3.4.5,7.8.9|. Reported procedure: To a mixture of 2,5-dichloro-N-(5-methyl-1-(tetrahydro-2H-pyran-2-yl)-1H-pyrazol-3-yl)pyrimidin-4-amine (150 mg, 0.45 mmol), tert-butyl 4-(6-amino-4-methylpyridin-3-yl)piperidine-1-carboxylate (120 mg, 0.41 mmol), Xantphos (24 mg, 0.04 mmol) and cesium carbonate (270 mg, 0.82 mmol) in THF (4 mL) was added palladium acetate (5 mg, 0.02 mmol). The mixture was purged with nitrogen and the tube was sealed. The mixture was heated in an oil bath at 100° C. for 5 h. The mixture was filtered and concent... Reactants: COC1=NC=2C=C(C(=C(C2N=C1OC)C(=O)Cl)C)[N+](=O)[O-] (2,3-Dimethoxy-6-methyl-7-nitro-quinoxaline-5-carbonyl chloride), Cl.N[C@@H](CC1=CC=CC=C1)C(=O)OC(C)(C)C (L-phenylalanine, tert-butyl ester hydrochloride). Run at time 24 hour. Product: COC1=NC=2C=C(C(=C(C2N=C1OC)C(=O)N[C@H](C(=O)OC(C)(C)C)CC1=CC=CC=C1)C)[N+](=O)[O-] ((S)-2-[(2,3-Dimethoxy-6-methyl-7-nitro-quinoxaline-5-carbonyl)-amino]-3-phenylpropionic acid, tert-butyl ester). As a reaction SMILES: [CH3:1][O:2][C:3]1[C:12]([O:13][CH3:14])=[N:11][C:10]2[C:9]([C:15](Cl)=[O:16])=[C:8]([CH3:18])[C:7]([N+:19]([O-:21])=[O:20])=[CH:6][C:5]=2[N:4]=1.Cl.[NH2:23][C@H:24]([C:32]([O:34][C:35]([CH3:38])([CH3:37])[CH3:36])=[O:33])[CH2:25][C:26]1[CH:31]=[CH:30][CH:29]=[CH:28][CH:27]=1>>[CH3:1][O:2][C:3]1[C:12]([O:13][CH3:14])=[N:11][C:10]2[C:9]([C:15]([NH:23][C@@H:24]([CH2:25][C:26]3[CH:27]=[CH:28][CH:29]=[CH:30][CH:31]=3)[C:32]([O:34][C:35]([CH3:37])([CH3:36])[CH3:38])=[O:33])=[O:16])=[C:8]([CH3:18])[C:7]([N+:19]([O-:21])=[O:20])=[CH:6][C:5]=2[N:4]=1 |f:1.2|. Reported procedure: Prepared from 2,3-dimethoxy-6-methyl-7-nitro-quinoxaline-5-carbonyl chloride (13) 200 mg (0.64 mmol) and L-phenylalanine, tert-butyl ester hydrochloride 173 mg (0.67 mmol). Reaction was continued for 24 hours, and the crude product was eluted through a flash column (4:1 hexanes:ethyl acetate), 180 mg (57%), mp 86-88° C.; 1H NMR (CDCl3): δ 8.32 (s, 1H), 7.22 (m, 5H), 6.39 (d, 1H, J=6.6 Hz), 4.88 (q, 1H, J=6.1, J=6.8 Hz), 4.07 (s, 3H), 4.00 (s, 3H), 3.23 (d, 2H, J=5.9 Hz), 2.56 (s, 3H), 1.37 (s, 9... Reactants: O=C([O-])O, CCOC(C)=O, CCO, CCOC(=O)C(C#N)(CCCCl)c1ccc(F)cc1, NN, [Na+], O. The product is N#CC(CCCCl)(C(=O)NN)c1ccc(F)cc1. Reaction SMILES: [C:29](=[O:30])([OH:31])[O-:32].[CH3:22][CH2:23][O:24][C:25](=[O:26])[CH3:27].[CH3:34][CH2:35][OH:36].[Cl:3][CH2:4][CH2:5][CH2:6][C:7]([C:8](=[O:9])[O:10][CH2:11][CH3:12])([c:13]1[cH:14][cH:15][c:16]([F:19])[cH:17][cH:18]1)[C:20]#[N:21].[NH2:1][NH2:2].[Na+:33].[OH2:28]>>[NH:1]([NH2:2])[C:8]([C:7]([CH2:6][CH2:5][CH2:4][Cl:3])([c:13]1[cH:14][cH:15][c:16]([F:19])[cH:17][cH:18]1)[C:20]#[N:21])=[O:9]. The reactants are BrC1=C(C=CC(=C1)F)O (2-Bromo-4-fluorophenol), [OH-].[Na+] (sodium hydroxide), ClC(=O)OC (methyl chloroformate). The solvent is O (water). Yields the product BrC1=C(C=CC(=C1)F)C(=O)OC (methyl (2-bromo-4-fluorophenyl)formate). As a reaction SMILES: [Br:1][C:2]1[CH:7]=[C:6]([F:8])[CH:5]=[CH:4][C:3]=1O.[OH-].[Na+].Cl[C:13]([O:15][CH3:16])=[O:14]>O>[Br:1][C:2]1[CH:7]=[C:6]([F:8])[CH:5]=[CH:4][C:3]=1[C:13]([O:15][CH3:16])=[O:14] |f:1.2|. Procedure: 2-Bromo-4-fluorophenol (28 g) was added to a solution of sodium hydroxide (7 g) in water (100 ml), and methyl chloroformate was dropwise added thereto at a temperature below 10° C. Precipitated crystals were collected by filtration and washed with water to give methyl (2-bromo-4-fluorophenyl)formate (41 g). M.P., 80.7° C. The reactants are C1CCOC1, COC(=O)NC1CCC(n2nnc3cnc4c(ccn4S(=O)(=O)c4ccccc4)c32)C1, CO, Cl, [Na+], [OH-]. Yields the product COC(=O)NC1CCC(n2nnc3cnc4[nH]ccc4c32)C1. RXN SMILES: [CH2:37]1[O:38][CH2:39][CH2:40][CH2:41]1.[CH3:1][O:2][C:3]([NH:4][CH:5]1[CH2:6][CH:7]([n:10]2[n:11][n:12][c:13]3[cH:14][n:15][c:16]4[n:17]([S:22]([c:23]5[cH:24][cH:25][cH:26][cH:27][cH:28]5)(=[O:29])=[O:30])[cH:18][cH:19][c:20]4[c:21]23)[CH2:8][CH2:9]1)=[O:31].[CH3:35][OH:36].[ClH:34].[Na+:33].[OH-:32]>>[CH3:1][O:2][C:3]([NH:4][CH:5]1[CH2:6][CH:7]([n:10]2[n:11][n:12][c:13]3[cH:14][n:15][c:16]4[nH:17][cH:18][cH:19][c:20]4[c:21]23)[CH2:8][CH2:9]1)=[O:31]. Starting materials: O1CCC(CC1)=O (tetrahydropyran-4-one), C1(=CC=CC=C1)C (toluene), BrC=1C=NC=CC1 (3-bromopyridine), C(CCC)[Li] (n-butyllithium), solution. Solvent: O1CCCC1 (tetrahydrofuran), CCCCCC (hexane). Yields the product OC1(CCOCC1)C=1C=NC=CC1 (4-hydroxy-4-(pyridin-3-yl)tetrahydropyran). Isolated yield 29.9%. RXN SMILES: C1(C)C=CC=CC=1.C([Li])CCC.Br[C:14]1[CH:15]=[N:16][CH:17]=[CH:18][CH:19]=1.[O:20]1[CH2:25][CH2:24][C:23](=[O:26])[CH2:22][CH2:21]1>CCCCCC.O1CCCC1>[OH:26][C:23]1([C:14]2[CH:15]=[N:16][CH:17]=[CH:18][CH:19]=2)[CH2:24][CH2:25][O:20][CH2:21][CH2:22]1. Reported procedure: According to Reference Example 8-23, by use of toluene (3.3+1.1 mL), n-butyllithium (a 2.77 mol/L solution in hexane, 1.24 mL, 2.28 mmol), 3-bromopyridine (300 μL, 3.12 mmol), tetrahydrofuran (1.1 mL) and tetrahydropyran-4-one (345 μL, 3.74 mmol), the mixture was stirred and reacted at 0° C. for 2 hours. Then, purification by silica gel column chromatography (chloroform/methanol=19/1) was performed to give 4-hydroxy-4-(pyridin-3-yl)tetrahydropyran (Compound DF) (167 mg, yield: 30%).